Dataset: the Open Reaction Database (ORD), a public repository of structured organic reaction records. Task: describe an organic reaction: reactants, conditions, products, and yield Starting materials: C1CCNCC1, CN1CCc2c(c[nH]c2C=O)C1=O, CCO, O=C1Cc2c(cccc2C2CCNCC2)N1. Product: CN1CCc2c(c[nH]c2C=C2C(=O)Nc3cccc(C4CCNCC4)c32)C1=O. As a reaction SMILES: [CH2:30]1[CH2:31][CH2:32][NH:33][CH2:34][CH2:35]1.[CH3:17][N:18]1[C:19](=[O:29])[c:20]2[c:21]([c:24]([CH:27]=[O:28])[nH:25][cH:26]2)[CH2:22][CH2:23]1.[CH3:36][CH2:37][OH:38].[NH:1]1[CH2:2][CH2:3][CH:4]([c:7]2[c:8]3[c:12]([cH:13][cH:14][cH:15]2)[NH:11][C:10](=[O:16])[CH2:9]3)[CH2:5][CH2:6]1>>[NH:1]1[CH2:2][CH2:3][CH:4]([c:7]2[c:8]3[c:12]([cH:13][cH:14][cH:15]2)[NH:11][C:10](=[O:16])[C:9]3=[CH:27][c:24]2[c:21]3[c:20]([cH:26][nH:25]2)[C:19](=[O:29])[N:18]([CH3:17])[CH2:23][CH2:22]3)[CH2:5][CH2:6]1. Reactants: [H][H] (hydrogen), FC1=CC(=C(C#N)C=C1)N1N=CN=C1C (4-fluoro-2-(5-methyl-1H-1,2,4-triazol-1-yl)benzonitrile), Cl (HCl). The reagents and catalysts are [Pd] (Pd—C). Solvent: CCO (EtOH). The product is Cl.FC1=CC(=C(C=C1)CN)N1N=CN=C1C ((4-Fluoro-2-(5-methyl-1H-1,2,4-triazol-1-yl)phenyl)methanamine hydrochloride). Isolated yield 91.0%. Reaction SMILES: [F:1][C:2]1[CH:9]=[CH:8][C:5]([C:6]#[N:7])=[C:4]([N:10]2[C:14]([CH3:15])=[N:13][CH:12]=[N:11]2)[CH:3]=1.[ClH:16].[H][H]>CCO.[Pd]>[ClH:16].[F:1][C:2]1[CH:9]=[CH:8][C:5]([CH2:6][NH2:7])=[C:4]([N:10]2[C:14]([CH3:15])=[N:13][CH:12]=[N:11]2)[CH:3]=1 |f:5.6|. Reported procedure: A solution of 4-fluoro-2-(5-methyl-1H-1,2,4-triazol-1-yl)benzonitrile (2.9 g, 14 mmol) in EtOH (100 mL) was mixed with 1N—HCl (15 mL) and 10% Pd—C (0.7 g, Aldrich). This mixture was hydrogenated in a Parr shaker at 45-55 psi of hydrogen for 20 h. The catalyst was filtered over Celite®, and washed with EtOH. The filtrate was concentrated, and the residue triturated with EtOH-Et2O to obtain 3.17 g (13 mmol, 91% yield) of the title compound as an off-white powder: HPLC 0.47 min (AP 100% at 254 nm);... The reactants are CC[n+]1ccccc1Br, COC(C)(C)C(=O)O, CCN(C(C)C)C(C)C, ClCCl, F[B-](F)(F)F, Nc1ccc(C#Cc2ccccc2)cn1. Yields the product COC(C)(C)C(=O)Nc1ccc(C#Cc2ccccc2)cn1. As a reaction SMILES: [Br:29][c:30]1[cH:31][cH:32][cH:33][cH:34][n+:35]1[CH2:36][CH3:37].[CH3:16][O:17][C:18]([C:19](=[O:20])[OH:21])([CH3:22])[CH3:23].[CH:38]([N:39]([CH2:40][CH3:41])[CH:42]([CH3:43])[CH3:44])([CH3:45])[CH3:46].[Cl:47][CH2:48][Cl:49].[F:24][B-:25]([F:26])([F:27])[F:28].[c:1]1([C:7]#[C:8][c:9]2[cH:10][cH:11][c:12]([NH2:15])[n:13][cH:14]2)[cH:2][cH:3][cH:4][cH:5][cH:6]1>>[c:1]1([C:7]#[C:8][c:9]2[cH:10][cH:11][c:12]([NH:15][C:19]([C:18]([O:17][CH3:16])([CH3:22])[CH3:23])=[O:20])[n:13][cH:14]2)[cH:2][cH:3][cH:4][cH:5][cH:6]1. Starting materials: Cl.FC=1C=C(CN2N=CC(=C2)C2=CN(C3=NC=C(C=C32)C3=CC=C(C=C3)C3CCNCC3)S(=O)(=O)C3=CC=C(C)C=C3)C=CC1 (3-(1-(3-fluorobenzyl)-1H-pyrazol-4-yl)-5-(4-(piperidin-4-yl)phenyl)-1-tosyl-1H-pyrrolo[2,3-b]pyridine hydrochloride), N1=C(C=CC=C1)CN1N=CC(=C1)C1=CN(C2=NC=C(C=C21)C2=CC=C(C=C2)C2CCN(CC2)C(=O)OC(C)(C)C)S(=O)(=O)C2=CC=C(C)C=C2 (tert-butyl 4-(4-(3-(1-(pyridin-2-ylmethyl)-1H-pyrazol-4-yl)-1-tosyl-1H-pyrrolo[2,3-b]pyridin-5-yl)phenyl)piperidine-1-carboxylate), [OH-].[Li+] (lithium hydroxide). Run in C1CCOC1.CO.O (THF methanol water). Yields the product N1=C(C=CC=C1)CN1N=CC(=C1)C1=CNC2=NC=C(C=C21)C2=CC=C(C=C2)C2CCN(CC2)C(=O)OC(C)(C)C (tert-butyl 4-(4-(3-(1-(pyridin-2-ylmethyl)-1H-pyrazol-4-yl)-1H-pyrrolo[2,3-b]pyridin-5-yl)phenyl)piperidine-1-carboxylate). Yield: 101.4%. As a reaction SMILES: Cl.FC1C=C(C=CC=1)CN1C=C(C2C3C(=NC=C(C4C=CC(C5CCNCC5)=CC=4)C=3)N(S(C3C=CC(C)=CC=3)(=O)=O)C=2)C=N1.[N:46]1[CH:51]=[CH:50][CH:49]=[CH:48][C:47]=1[CH2:52][N:53]1[CH:57]=[C:56]([C:58]2[C:66]3[C:61](=[N:62][CH:63]=[C:64]([C:67]4[CH:72]=[CH:71][C:70]([CH:73]5[CH2:78][CH2:77][N:76]([C:79]([O:81][C:82]([CH3:85])([CH3:84])[CH3:83])=[O:80])[CH2:75][CH2:74]5)=[CH:69][CH:68]=4)[CH:65]=3)[N:60](S(C3C=CC(C)=CC=3)(=O)=O)[CH:59]=2)[CH:55]=[N:54]1.[OH-].[Li+]>C1COCC1.CO.O>[N:46]1[CH:51]=[CH:50][CH:49]=[CH:48][C:47]=1[CH2:52][N:53]1[CH:57]=[C:56]([C:58]2[C:66]3[C:61](=[N:62][CH:63]=[C:64]([C:67]4[CH:68]=[CH:69][C:70]([CH:73]5[CH2:74][CH2:75][N:76]([C:79]([O:81][C:82]([CH3:85])([CH3:84])[CH3:83])=[O:80])[CH2:77][CH2:78]5)=[CH:71][CH:72]=4)[CH:65]=3)[NH:60][CH:59]=2)[CH:55]=[N:54]1 |f:0.1,3.4,5.6.7|. Procedure: Using similar reaction conditions as described in step-iii of example-1, tert-butyl 4-(4-(3-(1-(pyridin-2-ylmethyl)-1H-pyrazol-4-yl)-1-tosyl-1H-pyrrolo[2,3-b]pyridin-5-yl)phenyl)piperidine-1-carboxylate (140 mg, 0.203 mmol) was hydrolyzed by lithium hydroxide (44 mg, 1.04 mmol) in THF/methanol/water (4/4/2 ml) to yield 110 mg (98.5% yield) of the titled compound. MS: m/z=535.3 (M+1). Reactants: CCO, [Cl-], O=[N+]([O-])c1ccc(Oc2cnc3ccccc3c2)c(Cl)c1, [Fe], [NH4+]. Yields the product Nc1ccc(Oc2cnc3ccccc3c2)c(Cl)c1. Reaction SMILES: [CH3:24][CH2:25][OH:26].[Cl-:22].[Cl:1][c:2]1[cH:3][c:4]([N+:19]([O-:20])=[O:21])[cH:5][cH:6][c:7]1[O:8][c:9]1[cH:10][n:11][c:12]2[cH:13][cH:14][cH:15][cH:16][c:17]2[cH:18]1.[Fe:27].[NH4+:23]>>[Cl:1][c:2]1[cH:3][c:4]([NH2:19])[cH:5][cH:6][c:7]1[O:8][c:9]1[cH:10][n:11][c:12]2[cH:13][cH:14][cH:15][cH:16][c:17]2[cH:18]1. The product is OC1=C(C=CC=C1)C1=CC=C(C=N1)C=1C=C2C(=CNC2=CC1)C=O (5-(6-(2-Hydroxyphenyl)pyridin-3-yl)-1H-indole-3-carbaldehyde). Starting materials: BrC1=C(C=NC=C1)C=1C=C2C(=CNC2=CC1)C=O (5-(4-Bromopyridin-3-yl)-1H-indole-3-carbaldehyde), OC1=C(C=CC=C1)B(O)O (2-hydroxy benzeneboronic acid). Procedure: The title compound was prepared in analogous manner as described for 2. Thus, starting from 3 (0.1 g, 0.33 mmol) and 2-hydroxy benzeneboronic acid instead of 6-bromo-3-iodopyridineboronic acid following the above described procedure gave 50 mg of pure 4. RXN SMILES: Br[C:2]1[CH:7]=[CH:6][N:5]=[CH:4][C:3]=1[C:8]1[CH:9]=[C:10]2[C:14](=[CH:15][CH:16]=1)[NH:13][CH:12]=[C:11]2[CH:17]=[O:18].[OH:19][C:20]1[CH:25]=[CH:24][CH:23]=[CH:22][C:21]=1B(O)O>>[OH:19][C:20]1[CH:25]=[CH:24][CH:23]=[CH:22][C:21]=1[C:6]1[N:5]=[CH:4][C:3]([C:8]2[CH:9]=[C:10]3[C:14](=[CH:15][CH:16]=2)[NH:13][CH:12]=[C:11]3[CH:17]=[O:18])=[CH:2][CH:7]=1. Reactants: Cl (HCl), C(C)OC(CN(C)C(C1=CC(=CC=C1)COC1=CC=C(C=C1)C1=C(C=C(C(=C1)F)F)OC)=O)=O ({[3-(4′,5′-difluoro-2′-methoxy-biphenyl-4-yloxymethyl)-benzoyl]-methyl-amino}-acetic acid ethyl ester), [Li+].[OH-] (LiOH). Run in O1CCOCC1 (dioxane), O (water). The product is FC1=CC(=C(C=C1F)C1=CC=C(C=C1)OCC=1C=C(C(=O)N(C)CC(=O)O)C=CC1)OC ({[3-(4′,5′-difluoro-2′-methoxy-biphenyl-4-yloxymethyl)-benzoyl]-methyl-amino}-acetic acid). RXN SMILES: C([O:3][C:4](=[O:34])[CH2:5][N:6]([C:8](=[O:33])[C:9]1[CH:14]=[CH:13][CH:12]=[C:11]([CH2:15][O:16][C:17]2[CH:22]=[CH:21][C:20]([C:23]3[CH:28]=[C:27]([F:29])[C:26]([F:30])=[CH:25][C:24]=3[O:31][CH3:32])=[CH:19][CH:18]=2)[CH:10]=1)[CH3:7])C.[Li+].[OH-].Cl>O1CCOCC1.O>[F:30][C:26]1[C:27]([F:29])=[CH:28][C:23]([C:20]2[CH:21]=[CH:22][C:17]([O:16][CH2:15][C:11]3[CH:10]=[C:9]([CH:14]=[CH:13][CH:12]=3)[C:8]([N:6]([CH2:5][C:4]([OH:34])=[O:3])[CH3:7])=[O:33])=[CH:18][CH:19]=2)=[C:24]([O:31][CH3:32])[CH:25]=1 |f:1.2|. Reported procedure: A solution of {[3-(4′,5′-difluoro-2′-methoxy-biphenyl-4-yloxymethyl)-benzoyl]-methyl-amino}-acetic acid ethyl ester (17 g, 36 mmol) in dioxane (400 mL) was treated with a solution of LiOH (4.4 g, 180 mmol) in water (400 mL) at room temperature for 12 h, followed by acidification with dilute HCl to pH-2-4. The mixture was extracted with ethyl acetate (3 times). The combined layer was washed with water and brine, dried over sodium sulfate, filtered, and evaporated to give {[3-(4′,5′-difluoro-2′-me... Reactants: FC(OC1=CC=C(C(=O)Cl)C=C1)(F)F (4-(trifluoromethoxy)benzoyl chloride), Cl.COCCNC(=O)C1=C(C2=CN(N=C2C=C1)CC1CCNCC1)C (N-(2-methoxyethyl)-4-methyl-2-(4-piperidylmethyl)-2H-indazol-5-carboxamide hydrochloride), C1(=CC=CC=C1)C (toluene). The solvent is N1=CC=CC=C1 (pyridine). Run at time 30 minute. Yields the product COCCNC(=O)C1=C(C2=CN(N=C2C=C1)CC1CCN(CC1)C(C1=CC=C(C=C1)OC(F)(F)F)=O)C (N-(2-methoxyethyl)-4-methyl-2-({1-[4-(trifluoromethoxy)benzoyl]piperidin-4-yl}methyl)-2H-indazol-5-carboxamide). Reaction SMILES: Cl.[CH3:2][O:3][CH2:4][CH2:5][NH:6][C:7]([C:9]1[CH:17]=[CH:16][C:15]2[C:11](=[CH:12][N:13]([CH2:18][CH:19]3[CH2:24][CH2:23][NH:22][CH2:21][CH2:20]3)[N:14]=2)[C:10]=1[CH3:25])=[O:8].[F:26][C:27]([F:39])([F:38])[O:28][C:29]1[CH:37]=[CH:36][C:32]([C:33](Cl)=[O:34])=[CH:31][CH:30]=1.C1(C)C=CC=CC=1>N1C=CC=CC=1>[CH3:2][O:3][CH2:4][CH2:5][NH:6][C:7]([C:9]1[CH:17]=[CH:16][C:15]2[C:11](=[CH:12][N:13]([CH2:18][CH:19]3[CH2:20][CH2:21][N:22]([C:33](=[O:34])[C:32]4[CH:36]=[CH:37][C:29]([O:28][C:27]([F:26])([F:38])[F:39])=[CH:30][CH:31]=4)[CH2:23][CH2:24]3)[N:14]=2)[C:10]=1[CH3:25])=[O:8] |f:0.1|. Reported procedure: 150 mg of the amine prepared in Example 1a were first dissolved in 1.5 ml pyridine. 101 mg of 4-(trifluoromethoxy)benzoyl chloride were then added and the mixture stirred for 30 min at RT. The reaction mixture was then treated with some toluene and concentrated. The residue was taken up in ethyl acetate and washed twice with water, twice with saturated sodium hydrogen carbonate solution (pH 9) and once with saturated sodium chloride solution. The organic phase was dried over sodium sulphate, fil... The reactants are C(=CC)C1=CC=CC=C1 (propenyl benzene), C1(CC1)CC1=CC(=C(C=C1)O)OC (4-Cyclopropylmethyl-2-methoxy-phenol), C1(CC1)CC1=CC(=C(C=C1)OC)OC (4-Cyclopropylmethyl-1,2-dimethoxy-benzene). Product: COC1=C(C=CC(=C1)C1C(C1)C)O (2-Methoxy-4-(2-methyl-cyclopropyl)-phenol), CC1C(C1)C1=CC2=C(OCO2)C=C1 (5-(2-methyl-cyclopropyl)-benzo[1,3]dioxole). As a reaction SMILES: [CH:1]1([CH2:4][C:5]2[CH:10]=[CH:9][C:8]([OH:11])=[C:7]([O:12][CH3:13])[CH:6]=2)[CH2:3][CH2:2]1.[CH:14]1([CH2:17][C:18]2[CH:23]=[CH:22][C:21]([O:24]C)=[C:20]([O:26][CH3:27])[CH:19]=2)[CH2:16][CH2:15]1.C(C1C=CC=CC=1)=CC>>[CH3:13][O:12][C:7]1[CH:6]=[C:5]([CH:4]2[CH2:1][CH:3]2[CH3:2])[CH:10]=[CH:9][C:8]=1[OH:11].[CH3:15][CH:16]1[CH2:14][CH:17]1[C:18]1[CH:23]=[CH:22][C:21]2[O:24][CH2:27][O:26][C:20]=2[CH:19]=1. Reported procedure: 4-Cyclopropylmethyl-2-methoxy-phenol (B); 4-Cyclopropylmethyl-1,2-dimethoxy-benzene (C); 2-Methoxy-4-(2-methyl-cyclopropyl)-phenol (D) and 5-(2-methyl-cyclopropyl)-benzo[1,3]dioxole (E) were synthesised by reacting the corresponding propenyl benzene in a procedure analogous to that of Example 1.